This data is from the Open Reaction Database (ORD), a public repository of structured organic reaction records. The task is: describe an organic reaction: reactants, conditions, products, and yield Product: CC(C)(C)c1cc(-n2nc3ccccc3n2)c(O)c(C(C)(c2ccccc2)c2ccccc2)c1. RXN SMILES: [CH3:3][CH:4]([OH:5])[CH2:6][CH3:7].[CH3:57][C:58](=[O:59])[CH2:60][CH3:61].[Cl:43][C:44]1=[C:51]([Cl:52])[C:49](=[O:50])[c:48]2[c:47]([cH:56][cH:55][cH:54][cH:53]2)[C:45]1=[O:46].[Na+:2].[OH-:1].[OH:8][c:9]1[c:10](-[n:33]2[n:34][c:35]3[c:36]([n+:37]2[O-:38])[cH:39][cH:40][cH:41][cH:42]3)[cH:11][c:12]([C:29]([CH3:30])([CH3:31])[CH3:32])[cH:13][c:14]1[C:15]([CH3:16])([c:17]1[cH:18][cH:19][cH:20][cH:21][cH:22]1)[c:23]1[cH:24][cH:25][cH:26][cH:27][cH:28]1>>[OH:8][c:9]1[c:10](-[n:33]2[n:34][c:35]3[c:36]([n:37]2)[cH:39][cH:40][cH:41][cH:42]3)[cH:11][c:12]([C:29]([CH3:30])([CH3:31])[CH3:32])[cH:13][c:14]1[C:15]([CH3:16])([c:17]1[cH:18][cH:19][cH:20][cH:21][cH:22]1)[c:23]1[cH:24][cH:25][cH:26][cH:27][cH:28]1. Reactants: CCC(C)O, CCC(C)=O, O=C1C(Cl)=C(Cl)C(=O)c2ccccc21, [Na+], [OH-], CC(C)(C)c1cc(-n2nc3ccccc3[n+]2[O-])c(O)c(C(C)(c2ccccc2)c2ccccc2)c1.